Task: describe an organic reaction: reactants, conditions, products, and yield. Dataset: the Open Reaction Database (ORD), a public repository of structured organic reaction records Starting materials: N(=O)[O-].[Na+] (NaNO2), CUSO4, CS(=O)(=O)N1C=CC2=CC=C(C=C12)N (N-methansulfonyl-6-amino indole), C(=O)(O)[O-].[Na+] (NaHCO3), S(O)(O)(=O)=O (sulfuric acid). Run in O (water), O (water), C(C)O (ethanol), O (water). Run at time 15 minute. Yields the product CS(=O)(=O)N1C=CC2=CC=C(C=C12)O (1-methansulfonyl-1H-indol-6-ol). Reaction SMILES: [CH3:1][S:2]([N:5]1[C:13]2[C:8](=[CH:9][CH:10]=[C:11](N)[CH:12]=2)[CH:7]=[CH:6]1)(=[O:4])=[O:3].S(=O)(=O)(O)[OH:16].N([O-])=O.[Na+].C([O-])(O)=O.[Na+]>O.C(O)C>[CH3:1][S:2]([N:5]1[C:13]2[C:8](=[CH:9][CH:10]=[C:11]([OH:16])[CH:12]=2)[CH:7]=[CH:6]1)(=[O:4])=[O:3] |f:2.3,4.5|. Procedure details: N-methansulfonyl-6-amino indole (2.10 g, 10.0 mmol), prepared as described in Forbes, et al., J. Med. Chem. (1996) 39:4968, was suspended in 40 ml of water, then cooled in an ice bath. Concentrated sulfuric acid (3 ml) was added slowly dropwise. The mixture was warmed to room temperature for 5 min then cooled back down to 0° C. A solution of NaNO2 (Mallinckrodt, 0.76 g, 11.0 mmol) in 10 ml of water was added slowly and the resultant foam was treated with 10 ml of ethanol. The mixture was added i... Reactants: BrC=1C=C(C=CC1O)CCCC(=O)OCC (ethyl 4-(3-bromo-4-hydroxyphenyl)butanoate), C(#N)[Cu] (CuCN). Solvent: CCOC(=O)C (EtOAc), CN1C(CCC1)=O (N-methyl-2-pyrrolidinone). Product: C(#N)C=1C=C(C=CC1O)CCCC(=O)OCC (Ethyl 4-(3-cyano-4-hydroxyphenyl)butanoate). RXN SMILES: Br[C:2]1[CH:3]=[C:4]([CH2:9][CH2:10][CH2:11][C:12]([O:14][CH2:15][CH3:16])=[O:13])[CH:5]=[CH:6][C:7]=1[OH:8].[C:17]([Cu])#[N:18]>CN1CCCC1=O.CCOC(C)=O>[C:17]([C:2]1[CH:3]=[C:4]([CH2:9][CH2:10][CH2:11][C:12]([O:14][CH2:15][CH3:16])=[O:13])[CH:5]=[CH:6][C:7]=1[OH:8])#[N:18]. Procedure details: To a solution of ethyl 4-(3-bromo-4-hydroxyphenyl)butanoate (19.8 g, 69 mmol) in 172 mL of N-methyl-2-pyrrolidinone was added CuCN (6.49 g, 72.4 mmol). The solution was heated to reflux for 4 hours then cooled to room temperature. The reaction was diluted with EtOAc and washed twice with 5% HCl and once with brine, then dried over sodium sulfate and concentrated. Purified on silica gel using 60:40 hexanes:EtOAc as the elutant. The yield of ethyl 4-(3-cyano-4-hydroxyphenyl)butanoate was 9.84 g (6... RXN SMILES: [Cl:1][C:2]1[CH:11]=[CH:10][C:9]2[N:8]=[CH:7][C:6]3[C:12](=[O:36])[N:13](CC4C=CC(OC)=CC=4)[C:14](=[O:26])[N:15]([C:16]4[CH:21]=[CH:20][CH:19]=[C:18]([C:22]([F:25])([F:24])[F:23])[CH:17]=4)[C:5]=3[C:4]=2[N:3]=1.[N+]([O-])(O)=O.[N+]([O-])(O)=O.[N+]([O-])(O)=O.[N+]([O-])(O)=O.[N+]([O-])(O)=O.[N+]([O-])(O)=O.[Ce]>C(#N)C.O>[Cl:1][C:2]1[CH:11]=[CH:10][C:9]2[N:8]=[CH:7][C:6]3[C:12](=[O:36])[NH:13][C:14](=[O:26])[N:15]([C:16]4[CH:21]=[CH:20][CH:19]=[C:18]([C:22]([F:24])([F:25])[F:23])[CH:17]=4)[C:5]=3[C:4]=2[N:3]=1 |f:1.2.3.4.5.6.7|. The reactants are ClC1=NC=2C3=C(C=NC2C=C1)C(N(C(N3C3=CC(=CC=C3)C(F)(F)F)=O)CC3=CC=C(C=C3)OC)=O (9-chloro-3-(4-methoxybenzyl)-1-(3-(trifluoromethyl)phenyl)pyrimidino[5,4-c][1,5]naphthyridine-2,4(1H,3H)-dione), [N+](=O)(O)[O-].[N+](=O)(O)[O-].[N+](=O)(O)[O-].[N+](=O)(O)[O-].[N+](=O)(O)[O-].[N+](=O)(O)[O-].[Ce] (Ammonium ceric nitrate). Yields the product ClC1=NC=2C3=C(C=NC2C=C1)C(NC(N3C3=CC(=CC=C3)C(F)(F)F)=O)=O (9-chloro-1-(3-(trifluoromethyl)phenyl)pyrimidino [5,4-c][1,5]naphthyridine-2,4(1H,3H)-dione). The solvent is C(C)#N (acetonitrile), O (water). Reported procedure: 9-chloro-3-(4-methoxybenzyl)-1-(3-(trifluoromethyl)phenyl)pyrimidino[5,4-c][1,5]naphthyridine-2,4(1H,3H)-dione (700 mg, 1.36 mmol) was dissolved in acetonitrile (40 mL) and water (10 mL). Ammonium ceric nitrate (2.9 g, 5.65 mmol) was added in batch at room temperature. The reaction mixture was stirred at room temperature for 18 hrs, and then rotary-evaporated to remove the solvent. The resulting crude product was separated by silicagel column chromatography (EtOAc/PE=0-1/4) to obtain a yellow so... Run at time 18 hour. Isolated yield 74.9%.